From a dataset of the Open Reaction Database (ORD), a public repository of structured organic reaction records. describe an organic reaction: reactants, conditions, products, and yield Reactants: Cc1nc(-c2ccccc2)nc(-c2cccc([N+](=O)[O-])c2)c1CBr, CCOCC, CCO, N#C[Na], C1CCOC1, O. Yields the product Cc1nc(-c2ccccc2)nc(-c2cccc([N+](=O)[O-])c2)c1CC#N. As a reaction SMILES: [Br:4][CH2:5][c:6]1[c:7](-[c:19]2[cH:20][c:21]([N+:25](=[O:26])[O-:27])[cH:22][cH:23][cH:24]2)[n:8][c:9](-[c:13]2[cH:14][cH:15][cH:16][cH:17][cH:18]2)[n:10][c:11]1[CH3:12].[CH3:28][CH2:29][O:30][CH2:31][CH3:32].[CH3:34][CH2:35][OH:36].[Na:1][C:2]#[N:3].[O:37]1[CH2:38][CH2:39][CH2:40][CH2:41]1.[OH2:33]>>[C:2](#[N:3])[CH2:5][c:6]1[c:7](-[c:19]2[cH:20][c:21]([N+:25](=[O:26])[O-:27])[cH:22][cH:23][cH:24]2)[n:8][c:9](-[c:13]2[cH:14][cH:15][cH:16][cH:17][cH:18]2)[n:10][c:11]1[CH3:12]. Starting materials: C(C)(=O)C(CCCC1=CC=C(C(=O)O)C=C1)CCCC(CCCCC)O (4-(4-acetyl-8-hydroxytridecyl)benzoic acid), ClCCCC(CCCCCCC)OC(C)=O (1-chloro-4-acetoxyundecane), ClCCCC(CCCCC)OC(C)=O (1-chloro-4-acetoxynonane). The product is C(C)(=O)C(CCCC1=CC=C(C(=O)O)C=C1)CCCC(CCCCCCC)O (4-(4-Acetyl-8-hydroxypentadecyl)benzoic Acid). Reaction SMILES: [C:1]([CH:4]([CH2:17][CH2:18][CH2:19][CH:20]([OH:26])[CH2:21][CH2:22][CH2:23][CH2:24][CH3:25])[CH2:5][CH2:6][CH2:7][C:8]1[CH:16]=[CH:15][C:11]([C:12]([OH:14])=[O:13])=[CH:10][CH:9]=1)(=[O:3])[CH3:2].Cl[CH2:28][CH2:29]CC(OC(=O)C)CCCCCCC.ClCCCC(OC(=O)C)CCCCC>>[C:1]([CH:4]([CH2:17][CH2:18][CH2:19][CH:20]([OH:26])[CH2:21][CH2:22][CH2:23][CH2:24][CH2:25][CH2:28][CH3:29])[CH2:5][CH2:6][CH2:7][C:8]1[CH:9]=[CH:10][C:11]([C:12]([OH:14])=[O:13])=[CH:15][CH:16]=1)(=[O:3])[CH3:2]. Procedure details: This compound is prepared by the method described in Example 1 for 4-(4-acetyl-8-hydroxytridecyl)benzoic acid except that in Step D an equivalent quantity of 1-chloro-4-acetoxyundecane is substituted for 1-chloro-4-acetoxynonane. The intermediates and final product thus obtained are, Step D: ethyl 4-(4-acetyl-4-tert-butoxycarbonyl-8-acetoxypentadecyl)benzoate; Step E: ethyl 4-(4-acetyl-8-acetoxypentadecyl)benzoate; and Step F: 4-(4-acetyl-8-hydroxypentadecyl)benzoic acid.